This data is from the Open Reaction Database (ORD), a public repository of structured organic reaction records. The task is: describe an organic reaction: reactants, conditions, products, and yield Reactants: CCCO, Cc1cc([N+](=O)[O-])c(C)cc1Oc1cccc(C(C)(C)C)c1, NN, O. Yields the product Cc1cc(Oc2cccc(C(C)(C)C)c2)c(C)cc1N. RXN SMILES: [CH2:26]([OH:27])[CH2:28][CH3:29].[CH3:4][C:5]([CH3:6])([CH3:7])[c:8]1[cH:9][c:10]([O:14][c:15]2[c:16]([CH3:25])[cH:17][c:18]([N+:22]([O-:23])=[O:24])[c:19]([CH3:21])[cH:20]2)[cH:11][cH:12][cH:13]1.[NH2:2][NH2:3].[OH2:1]>>[CH3:4][C:5]([CH3:6])([CH3:7])[c:8]1[cH:9][c:10]([O:14][c:15]2[c:16]([CH3:25])[cH:17][c:18]([NH2:22])[c:19]([CH3:21])[cH:20]2)[cH:11][cH:12][cH:13]1. Reactants: [Si](C)(C)(C(C)(C)C)Cl (tert-butyldimethylsilyl chloride), C(C1=CC=CC=C1)OC1=C(C=CC=C1OC)CC[C@@H](CO)O ((2S)-4-[2-(benzyloxy)-3-methoxyphenyl]-1,2-butanediol), N1C=NC=C1 (imidazole). Reagents/catalysts: [Pd] (palladium on carbon). Solvent: O (water), C(C)(=O)OCC (ethyl acetate), C(C)O (ethanol), CN(C=O)C (N,N-dimethylformamide). Reaction conditions: time 4 hour. The product is [Si](C)(C)(C(C)(C)C)OC[C@H](CCC1=C(C(=CC=C1)OC)O)O (2-((3S)-4-{[tert-butyl(dimethyl)sily]oxy}-3-hydroxybutyl)-6-methoxyphenol). Yield: 84.7%. Reaction SMILES: C([O:8][C:9]1[C:14]([O:15][CH3:16])=[CH:13][CH:12]=[CH:11][C:10]=1[CH2:17][CH2:18][C@H:19]([OH:22])[CH2:20][OH:21])C1C=CC=CC=1.[Si:23](Cl)([C:26]([CH3:29])([CH3:28])[CH3:27])([CH3:25])[CH3:24].N1C=CN=C1>CN(C)C=O.O.C(OCC)(=O)C.C(O)C.[Pd]>[Si:23]([O:21][CH2:20][C@@H:19]([OH:22])[CH2:18][CH2:17][C:10]1[CH:11]=[CH:12][CH:13]=[C:14]([O:15][CH3:16])[C:9]=1[OH:8])([C:26]([CH3:29])([CH3:28])[CH3:27])([CH3:25])[CH3:24]. Procedure: To a solution of (2S)-4-[2-(benzyloxy)-3-methoxyphenyl]-1,2-butanediol (8.00 g, 26.5 mmol) in N,N-dimethylformamide (250 mL) cooled to 0° C. is added tert-butyldimethylsilyl chloride (4.39 g, 29.1 mmol) followed by imidazole (2.16 g, 31.8 mmol) and the reaction mixture is allowed to stir at room temperature for 4 h. The reaction mixture is diluted with water (500 mL) and ethyl acetate (200 mL). The aqueous phase is separated and extracted with ethyl acetate (2×100 mL). The combined organic extra... Starting materials: C1(CCCCC1)=O (cyclohexanone), O (water), CSC1=CC=C(C=C1)C1=C(C=CC=C1)C1(CCCCC1)O (2-(4'-methylthiophenyl)-1-(1-hydroxy-1-cyclohexyl)-benzene), BrC1=C(C=CC=C1)C=1SC=C(C1)C (2-Bromo-(4'-methylthiophenyl) benzene), C(CCC)[Li] (n-butyllithium). Solvent: C(C)(=O)OCC (ethyl acetate), C(C)(=O)OCC (ethyl acetate), O1CCCC1 (tetrahydrofuran). Conditions: temperature -78 celsius, time 2 hour. Yields the product C1=CCCCC1.CS(=O)(=O)C1=CC=C(C=C1)C1=CC=CC=C1 (1-Cyclohexene 2-(4'-methylsulfonylphenyl)benzene). Yield: 77.0%. Reaction SMILES: [CH3:1][S:2][C:3]1[CH:8]=[CH:7][C:6]([C:9]2[CH:14]=[CH:13][CH:12]=[CH:11][C:10]=2C2(O)CCCCC2)=[CH:5][CH:4]=1.BrC1C=CC=CC=1C1SC=C(C)C=1.C([Li])CCC.C1(=[O:46])CCCCC1.[OH2:47]>O1CCCC1.C(OCC)(=O)C>[CH:3]1[CH2:8][CH2:7][CH2:6][CH2:5][CH:4]=1.[CH3:1][S:2]([C:3]1[CH:8]=[CH:7][C:6]([C:9]2[CH:14]=[CH:13][CH:12]=[CH:11][CH:10]=2)=[CH:5][CH:4]=1)(=[O:46])=[O:47] |f:7.8|. Reported procedure: 2-(4'-methylthiophenyl)-1-(1-hydroxy-1-cyclohexyl)-benzene: 2-Bromo-(4'-methylthiophenyl) benzene (3.02 g, 10.8 mmol) was dissolved in tetrahydrofuran (35 ml), cooled to -78° C. and n-butyllithium (4.5 ml, 11.3 mmol) was slowly added. The pale yellow mixture was stirred at -78° C. for 2 h followed by addition of cyclohexanone (1.3 ml, 12.9 mmol). The reaction was stirred for 18 h and allowed to warm to room temperature. The reaction was diluted with water and ethyl acetate. The aqueous layer was... Reactants: [N+](=O)(O)[O-] (nitric acid), [O-]P(=O)([O-])[O-].[O-]P(=O)([O-])[O-].[O-]P(=O)([O-])[O-].[F-].[Ca+2].[Ca+2].[Ca+2].[Ca+2].[Ca+2] (phosphate rock). The solvent is O (water). Product: [N+](=O)([O-])[O-].[Ca+2].[N+](=O)([O-])[O-] (calcium nitrate). Reaction SMILES: [N+:1]([O-:4])([OH:3])=[O:2].[O-]P([O-])([O-])=O.[O-]P([O-])([O-])=O.[O-]P([O-])([O-])=O.[F-].[Ca+2:21].[Ca+2].[Ca+2].[Ca+2].[Ca+2]>O>[N+:1]([O-:4])([O-:3])=[O:2].[Ca+2:21].[N+:1]([O-:4])([O-:3])=[O:2] |f:1.2.3.4.5.6.7.8.9,11.12.13|. Procedure details: In Austrian Patent No. 176,219, Joham, Sept. 25, 1953 there is described the reaction of nitric acid with phosphate rock to produce a liquid reaction mixture which is subsequently evaporated and dried at 200° C. to provide a solid material which was dispersed in water and filtered to produce a concentrated calcium nitrate solution and a solid product containing 34.3 percent P2O5, of which 88 percent was citrate soluble. A variation of the procedure involved the addition of lime to the initially ... The reactants are C1CCOC1, [Li]CCCC, CCOC(C)=O, CCCCCC, O=C(Cl)CCl, [Li]C#Cc1ccccc1, C#Cc1ccccc1, c1ccc(P(c2ccccc2)(c2ccccc2)[Pd](P(c2ccccc2)(c2ccccc2)c2ccccc2)(P(c2ccccc2)(c2ccccc2)c2ccccc2)P(c2ccccc2)(c2ccccc2)c2ccccc2)cc1. Yields the product O=C(C#Cc1ccccc1)CCl. Reaction SMILES: [CH2:28]1[O:29][CH2:30][CH2:31][CH2:32]1.[CH2:9]([Li:10])[CH2:11][CH2:12][CH3:13].[CH3:116][CH2:117][O:118][C:119](=[O:120])[CH3:121].[CH3:33][CH2:34][CH2:35][CH2:36][CH2:37][CH3:38].[Cl:23][CH2:24][C:25](=[O:26])[Cl:27].[c:14]1([C:15]#[C:16][Li:17])[cH:18][cH:19][cH:20][cH:21][cH:22]1.[c:1]1([C:7]#[CH:8])[cH:2][cH:3][cH:4][cH:5][cH:6]1.[cH:39]1[cH:40][cH:41][c:42]([P:43]([Pd:44]([P:45]([c:46]2[cH:47][cH:48][cH:49][cH:50][cH:51]2)([c:52]2[cH:53][cH:54][cH:55][cH:56][cH:57]2)[c:58]2[cH:59][cH:60][cH:61][cH:62][cH:63]2)([P:64]([c:65]2[cH:66][cH:67][cH:68][cH:69][cH:70]2)([c:71]2[cH:72][cH:73][cH:74][cH:75][cH:76]2)[c:77]2[cH:78][cH:79][cH:80][cH:81][cH:82]2)[P:83]([c:84]2[cH:85][cH:86][cH:87][cH:88][cH:89]2)([c:90]2[cH:91][cH:92][cH:93][cH:94][cH:95]2)[c:96]2[cH:97][cH:98][cH:99][cH:100][cH:101]2)([c:102]2[cH:103][cH:104][cH:105][cH:106][cH:107]2)[c:108]2[cH:109][cH:110][cH:111][cH:112][cH:113]2)[cH:114][cH:115]1>>[c:1]1([C:7]#[C:8][C:25]([CH2:24][Cl:23])=[O:26])[cH:2][cH:3][cH:4][cH:5][cH:6]1. The reactants are Compounds 175, NC(=O)N (Urea), Cellulose, CO (MeOH), C(=O)=O (CO2), Compound 176, Compound 175, ClC=1C=NC=C(C1C(C)O)C=1C=NC=2NCCCC2C1 (1-[3-chloro-5-(5,6,7,8-tetrahydro-[1,8]naphthyridin-3-yl)-pyridin-4-yl]-ethanol). The solvent is CC(C)O (IPA), CCO (EtOH). Yields the product ClC=1C(=C(C=NC1)C=1C=C2CCCN(C2=NC1)C(=O)N)C(C)O (6-[5-Chloro-4-(1-hydroxy-ethyl)-pyridin-3-yl]-3,4-dihydro-2H-[1,8]naphthyridine-1-carboxylic acid amide). As a reaction SMILES: [Cl:1][C:2]1[CH:3]=[N:4][CH:5]=[C:6]([C:11]2[CH:12]=[N:13][C:14]3[NH:15][CH2:16][CH2:17][CH2:18][C:19]=3[CH:20]=2)[C:7]=1[CH:8]([OH:10])[CH3:9].[NH2:21][C:22](N)=[O:23].CO.C(=O)=O>CC(O)C.CCO>[Cl:1][C:2]1[C:7]([CH:8]([OH:10])[CH3:9])=[C:6]([C:11]2[CH:20]=[C:19]3[C:14](=[N:13][CH:12]=2)[N:15]([C:22]([NH2:21])=[O:23])[CH2:16][CH2:17][CH2:18]3)[CH:5]=[N:4][CH:3]=1. Procedure: Two enantiomers of 1-[3-chloro-5-(5,6,7,8-tetrahydro-[1,8]naphthyridin-3-yl)-pyridin-4-yl]-ethanol are each converted to Compounds 175 and 176 in Table 1 according to the procedure of Urea Formation Method II (Analytical conditions: LUX 5μ Cellulose 4 Analytical column; 30% 1:1:1 MeOH:EtOH:IPA (1% DEA):CO2 @ 3 mL/min; 40° C.; 200 bars; Retention time, Compound 176: 5.2 min, Compound 175: 6.0 min).